This data is from the Open Reaction Database (ORD), a public repository of structured organic reaction records. The task is: describe an organic reaction: reactants, conditions, products, and yield Starting materials: FC1=CC(=C(N(C1=O)C)NC1=C(C=C(C=C1)SC)F)C(=O)OC (methyl 5-fluoro-2-(2-fluoro-4-(methylthio)phenylamino)-1-methyl-6-oxo-1,6-dihydropyridine-3-carboxylate), C(=C)OCCON (O-(2-(vinyloxy)ethyl)hydroxylamine), C[Si](C)(C)[N-][Si](C)(C)C.[Li+] (lithium bis(trimethylsilyl)amide). Run in C1CCOC1 (THF). Conditions: time 20 minute. Product: FC1=CC(=C(N(C1=O)C)NC1=C(C=C(C=C1)SC)F)C(=O)NOCCOC=C (5-fluoro-2-(2-fluoro-4-(methylthio)phenylamino)-1-methyl-6-oxo-N-(2-(vinyloxy)ethoxy)-1,6-dihydropyridine-3-carboxamide). RXN SMILES: [F:1][C:2]1[C:7](=[O:8])[N:6]([CH3:9])[C:5]([NH:10][C:11]2[CH:16]=[CH:15][C:14]([S:17][CH3:18])=[CH:13][C:12]=2[F:19])=[C:4]([C:20]([O:22]C)=O)[CH:3]=1.[CH:24]([O:26][CH2:27][CH2:28][O:29][NH2:30])=[CH2:25].C[Si]([N-][Si](C)(C)C)(C)C.[Li+]>C1COCC1>[F:1][C:2]1[C:7](=[O:8])[N:6]([CH3:9])[C:5]([NH:10][C:11]2[CH:16]=[CH:15][C:14]([S:17][CH3:18])=[CH:13][C:12]=2[F:19])=[C:4]([C:20]([NH:30][O:29][CH2:28][CH2:27][O:26][CH:24]=[CH2:25])=[O:22])[CH:3]=1 |f:2.3|. Procedure details: To a mixture of methyl 5-fluoro-2-(2-fluoro-4-(methylthio)phenylamino)-1-methyl-6-oxo-1,6-dihydropyridine-3-carboxylate (0.100 g, 0.294 mmol) and O-(2-(vinyloxy)ethyl)hydroxylamine (0.045 ml, 0.441 mmol) in THF (2 mL) at 0° C. was added lithium bis(trimethylsilyl)amide (1.18 ml, 1.18 mmol, 1 M solution in hexanes) dropwise. The reaction mixture was stirred for 20 minutes, quenched with 1 M HCl, and then partitioned between EtOAc and sat NaCl. The layers were separated and the aqueous layer was b... Starting materials: ClC=1N=C(C2=C(N1)C(=CS2)C)Cl (2,4-dichloro-7-methylthieno[3,2-d]pyrimidine), CN(N)C (1,1-dimethylhydrazine), ice water. Run in CN(C)C=O (DMF). Run at temperature 0 celsius, time 1 hour. Product: ClC=1N=C(C2=C(N1)C(=CS2)C)NN(C)C (2-Chloro-7-methyl-4-(2,2-dimethylhydrazino)thieno[3,2-d]pyrimidine). Yield: 21.0%. As a reaction SMILES: [Cl:1][C:2]1[N:3]=[C:4](Cl)[C:5]2[S:10][CH:9]=[C:8]([CH3:11])[C:6]=2[N:7]=1.[CH3:13][N:14]([CH3:16])[NH2:15]>CN(C=O)C>[Cl:1][C:2]1[N:3]=[C:4]([NH:15][N:14]([CH3:16])[CH3:13])[C:5]2[S:10][CH:9]=[C:8]([CH3:11])[C:6]=2[N:7]=1. Reported procedure: In DMF was dissolved 700 mg (3.4 mmol) of 2,4-dichloro-7-methylthieno[3,2-d]pyrimidine, and then a solution of 450 mg (7.5 mmol) of 1,1-dimethylhydrazine was added dropwise to the resulting solution under ice cooling over 5 minutes. The reaction solution was stirred at 0° C. for one hour and then allowed to resume room temperature, followed by stirring for further one hour. After completion of the reaction, ice water was added to the reaction mixture, followed by extraction with ethyl acetate (5... Reactants: [N-]=[N+]=[N-].[Na+] (NaN3), FC1=C(C(=C(C(=C1C(=O)OC)F)F)F)F (methyl pentafluorobenzoate). The solvent is CC(=O)C (acetone), O (water), O (water). Yields the product N(=[N+]=[N-])C1=C(C(=C(C(=O)OC)C(=C1F)F)F)F (methyl 4-azido-2,3,5,6-tetrafluorobenzoate). Isolated yield 94.3%. RXN SMILES: [N-:1]=[N+:2]=[N-:3].[Na+].[F:5][C:6]1[C:11]([C:12]([O:14][CH3:15])=[O:13])=[C:10]([F:16])[C:9]([F:17])=[C:8](F)[C:7]=1[F:19]>CC(C)=O.O>[N:1]([C:8]1[C:7]([F:19])=[C:6]([F:5])[C:11]([C:12]([O:14][CH3:15])=[O:13])=[C:10]([F:16])[C:9]=1[F:17])=[N+:2]=[N-:3] |f:0.1|. Procedure: All reaction steps were carried out with protection from light due to the sensitive nature of the azido group. First, a mixture of NaN3 (300 mg, 4.6 mmol) and methyl pentafluorobenzoate (0.972 g, 4.3 mmol) in acetone (8 mL) and water (3 mL) was refluxed for 8 hours. The mixture was cooled, diluted with 10 mL of water, and then extracted with diethyl ether (3×10 mL). The extract was dried (anhydrous Na2SO4) and evaporated to give methyl 4-azido-2,3,5,6-tetrafluorobenzoate (1.01 g, 94%), as off-wh... The reactants are CC1=C(N)C(=CC=C1)C (2,6-dimethylaniline), BrC1=CC(=C(N)C(=C1)C)C (4-bromo-2,6-dimethylaniline), 4-bromo-2,6-dialkylanilines, 2,6-dialkylanilines. Run in C(C)(=O)O (acetic acid). Product: CC1=C(N)C(=CC=C1)C (2,6-dimethylaniline), BrC=1C(=C(N)C(=CC1)C)C (3-bromo-2,6-dimethylaniline). Reaction SMILES: [CH3:1][C:2]1[CH:8]=[CH:7][CH:6]=[C:5]([CH3:9])[C:3]=1[NH2:4].[Br:10]C1C=C(C)C(N)=C(C)C=1>C(O)(=O)C>[CH3:1][C:2]1[CH:8]=[CH:7][CH:6]=[C:5]([CH3:9])[C:3]=1[NH2:4].[Br:10][C:8]1[C:2]([CH3:1])=[C:3]([C:5]([CH3:9])=[CH:6][CH:7]=1)[NH2:4]. Procedure: It is known that 4-bromo-2,6-dialkylanilines are predominantly formed by brominating 2,6-dialkylanilines. The high reactivity of these compounds causes the reaction to proceed non-selectively with the formation of different by-products, depending on the reaction conditions. Thus, for example, the bromination of 2,6-dimethylaniline in the presence of glacial acetic acid gives 4-bromo-2,6-dimethylaniline in a yield of 80-85% of theory (Chem. Ber. (1901), 34, 2242). The bromination of 2,6-dimethyla... The reactants are CC(C)(C)OC(=O)NC1C=NC=CS1, CC(C)(C)OC(=O)OC(=O)OC(C)(C)C, [Li]CCCC, CC(=O)O, [Cl-], Cl, Nc1cccnc1, Nc1ccccn1, [NH4+], C1CCOC1, S. Product: Cl, Nc1cnccc1S. As a reaction SMILES: [C:38]([O:39][C:40]([NH:41][CH:42]1[CH:46]=[N:45][CH:44]=[CH:43][S:51]1)=[O:47])([CH3:48])([CH3:49])[CH3:50].[C:8]([O:9][C:10]([O:11][C:12]([O:13][C:14]([CH3:15])([CH3:16])[CH3:17])=[O:18])=[O:19])([CH3:20])([CH3:21])[CH3:22].[CH2:30]([Li:31])[CH2:32][CH2:33][CH3:34].[CH3:58][C:59](=[O:60])[OH:61].[Cl-:36].[ClH:52].[NH2:1][c:2]1[cH:3][n:4][cH:5][cH:6][cH:7]1.[NH2:23][c:24]1[cH:25][cH:26][cH:27][cH:28][n:29]1.[NH4+:37].[O:53]1[CH2:54][CH2:55][CH2:56][CH2:57]1.[S:35]>>[ClH:36].[NH2:1][c:2]1[cH:3][n:4][cH:5][cH:6][c:7]1[SH:51]. The reactants are FC1=CC=C(C=C1)C=1C(=NC(N1)=S)C1=CC=NC=C1 (5-(4-Fluorophenyl)-4-(4-pyridyl)imidazole-2-thione), initial mixture, ClCC=1C=C(C=CC1)SC.FC1=CC=C(C=C1)C1=C(N=C(N1)SCC1=CC(=CC=C1)SC)C1=CC=NC=C1 (5-(4-Fluorophenyl)-2-[(3-methylthiophenyl)methylthio]-4-(4-pyridyl)-1H-imidazole 3-Chloromethyl-1-methylthiobenzene). Run in C(C)O (ethanol). Yields the product FC1=CC=C(C=C1)C1=C(N=C(N1)SCC1=CC(=CC=C1)SC)C1=CC=NC=C1 (5-(4-Fluorophenyl)-2-[(3-methylthiophenyl)methylthio]-4-(4-pyridyl)-1H-imidazole). RXN SMILES: ClCC1C=C(SC)C=CC=1.[F:11][C:12]1[CH:17]=[CH:16][C:15]([C:18]2[NH:22][C:21]([S:23][CH2:24][C:25]3[CH:30]=[CH:29][CH:28]=[C:27]([S:31][CH3:32])[CH:26]=3)=[N:20][C:19]=2[C:33]2[CH:38]=[CH:37][N:36]=[CH:35][CH:34]=2)=[CH:14][CH:13]=1.FC1C=CC(C2C(C3C=CN=CC=3)=NC(=S)N=2)=CC=1>C(O)C>[F:11][C:12]1[CH:13]=[CH:14][C:15]([C:18]2[NH:22][C:21]([S:23][CH2:24][C:25]3[CH:30]=[CH:29][CH:28]=[C:27]([S:31][CH3:32])[CH:26]=3)=[N:20][C:19]=2[C:33]2[CH:34]=[CH:35][N:36]=[CH:37][CH:38]=2)=[CH:16][CH:17]=1 |f:0.1|. Procedure details: 5-(4-Fluorophenyl)-2-[(3-methylthiophenyl)methylthio]-4-(4-pyridyl)-1H-imidazole 3-Chloromethyl-1-methylthiobenzene (690 mg, 4.1 mmol) is dissolved in 60 ml of absolute ethanol in an argon atmosphere. 5-(4-Fluorophenyl)-4-(4-pyridyl)imidazole-2-thione (1.1 g, 4.1 mmol) is introduced into this initial mixture. The reaction mixture is stirred under reflux for 11 h. The heating is removed and the orange-colored solution is subsequently stirred at RT for 61 h. The yellow precipitate is filtered off ...